This data is from the Open Reaction Database (ORD), a public repository of structured organic reaction records. The task is: describe an organic reaction: reactants, conditions, products, and yield Starting materials: CC(Br)c1ccccc1, CC(=O)c1cc2c(Br)ccc(O)c2o1, CC(C)=O, [K+], [K+], O=C([O-])[O-]. Yields the product CC(=O)c1cc2c(Br)ccc(OC(C)c3ccccc3)c2o1. RXN SMILES: [Br:15][CH:16]([CH3:17])[c:18]1[cH:19][cH:20][cH:21][cH:22][cH:23]1.[Br:1][c:2]1[cH:3][cH:4][c:5]([OH:14])[c:6]2[c:7]1[cH:8][c:9]([C:11]([CH3:12])=[O:13])[o:10]2.[CH3:30][C:31](=[O:32])[CH3:33].[K+:24].[K+:25].[O-:26][C:27]([O-:28])=[O:29]>>[Br:1][c:2]1[cH:3][cH:4][c:5]([O:14][CH:16]([CH3:17])[c:18]2[cH:19][cH:20][cH:21][cH:22][cH:23]2)[c:6]2[c:7]1[cH:8][c:9]([C:11]([CH3:12])=[O:13])[o:10]2. Starting materials: FC1=CN=CC2=CC=CC(=C12)NC1CCN(CC1)C(=O)OC(C)(C)C (4-(4-fluoro-5-isoquinolyl)amino-1-(tert-butoxycarbonyl)piperidine), Cl.CO (hydrogen chloride methanol). Yields the product Cl.FC1=CN=CC2=CC=CC(=C12)NC1CCNCC1 (4-(4-fluoro-5-isoquinolyl)aminopiperidine hydrochloride). RXN SMILES: [F:1][C:2]1[C:11]2[C:6](=[CH:7][CH:8]=[CH:9][C:10]=2[NH:12][CH:13]2[CH2:18][CH2:17][N:16](C(OC(C)(C)C)=O)[CH2:15][CH2:14]2)[CH:5]=[N:4][CH:3]=1.[ClH:26].CO>>[ClH:26].[F:1][C:2]1[C:11]2[C:6](=[CH:7][CH:8]=[CH:9][C:10]=2[NH:12][CH:13]2[CH2:18][CH2:17][NH:16][CH2:15][CH2:14]2)[CH:5]=[N:4][CH:3]=1 |f:1.2,3.4|. Procedure details: According to the method of Example 1, Step C, deprotection was performed (50° C., 2 hours) by using Intermediate 72 (30.2 mg) and 10% hydrogen chloride/methanol solution (3 ml). The reaction mixture was cooled to room temperature, and then the solvent was evaporated under reduced pressure. The residue was added with methanol (1 ml) and diethyl ether (3 ml). The deposited precipitates were collected by filtration and washed with diethyl ether to obtain the title compound (18.1 mg) as light yellow...